This data is from the Open Reaction Database (ORD), a public repository of structured organic reaction records. The task is: describe an organic reaction: reactants, conditions, products, and yield RXN SMILES: [N+:1]([C:4]1[CH:9]=[CH:8][C:7]([CH2:10][CH2:11][CH2:12][CH2:13][OH:14])=[CH:6][CH:5]=1)([O-])=O.[H][H]>[Pd].C(O)C>[NH2:1][C:4]1[CH:5]=[CH:6][C:7]([CH2:10][CH2:11][CH2:12][CH2:13][OH:14])=[CH:8][CH:9]=1. The product is NC1=CC=C(C=C1)CCCCO (4-(4-amino-phenyl)-butan-1-ol). The reactants are [N+](=O)([O-])C1=CC=C(C=C1)CCCCO (4-(4-nitro-phenyl)-butan-1-ol), [H][H] (hydrogen). Reagents/catalysts: [Pd] (palladium on carbon). Run in C(C)O (ethanol). Procedure details: A mixture of 4-(4-nitro-phenyl)-butan-1-ol (2.0 g, 1.02 mmol), palladium on carbon (100 mg, 10%) and ethanol (25 ml) was treated with hydrogen gas on a Parr shaker (50 psi) for 1 hour. The mixture was filtered through a pad of celite under suction and the filtrate was concentrated under reduced pressure to afford 4-(4-amino-phenyl)-butan-1-ol (100% yield). Isolated yield 100.0%.